Dataset: the Open Reaction Database (ORD), a public repository of structured organic reaction records. Task: describe an organic reaction: reactants, conditions, products, and yield Reactants: CC(c1cccc2ccccc12)N(CC1CCN(C(=O)Oc2cccc(C(=O)O)c2)CC1c1cccc(F)c1)C(=O)OC(C)(C)C, CCOC(C)=O, CCOC(C)=O, Cl. Yields the product Cl, CC(NCC1CCN(C(=O)Oc2cccc(C(=O)O)c2)CC1c1cccc(F)c1)c1cccc2ccccc12. RXN SMILES: [C:1]([O:2][C:3](=[O:4])[N:8]([CH:9]([CH3:10])[c:11]1[cH:12][cH:13][cH:14][c:15]2[cH:16][cH:17][cH:18][cH:19][c:20]12)[CH2:21][CH:22]1[CH:23]([c:40]2[cH:41][c:42]([F:46])[cH:43][cH:44][cH:45]2)[CH2:24][N:25]([C:28](=[O:29])[O:30][c:31]2[cH:32][c:33]([C:34](=[O:35])[OH:36])[cH:37][cH:38][cH:39]2)[CH2:26][CH2:27]1)([CH3:5])([CH3:6])[CH3:7].[C:47]([O:48][CH2:49][CH3:50])(=[O:51])[CH3:52].[CH3:54][CH2:55][O:56][C:57](=[O:58])[CH3:59].[ClH:53]>>[ClH:53].[NH:8]([CH:9]([CH3:10])[c:11]1[cH:12][cH:13][cH:14][c:15]2[cH:16][cH:17][cH:18][cH:19][c:20]12)[CH2:21][CH:22]1[CH:23]([c:40]2[cH:41][c:42]([F:46])[cH:43][cH:44][cH:45]2)[CH2:24][N:25]([C:28](=[O:29])[O:30][c:31]2[cH:32][c:33]([C:34](=[O:35])[OH:36])[cH:37][cH:38][cH:39]2)[CH2:26][CH2:27]1. Procedure details: Salt formation by reaction of a solution of {4-[2-(4-fluorophenyl)ethyl]-piperazin-1-yl}quinolin-8-ylmethanone in 30 ml of acetone with 0.2 ml of ethanolic hydrochloric acid gives {4-[2-(4-fluorophenyl)ethyl]piperazin-1-yl}quinolin-8-ylmethanone, hydrochloride, m.p. 219-220.5°. Reaction SMILES: [F:1][C:2]1[CH:7]=[CH:6][C:5]([CH2:8][CH2:9][N:10]2[CH2:15][CH2:14][N:13]([C:16]([C:18]3[CH:19]=[CH:20][CH:21]=[C:22]4[C:27]=3[N:26]=[CH:25][CH:24]=[CH:23]4)=[O:17])[CH2:12][CH2:11]2)=[CH:4][CH:3]=1.[ClH:28]>CC(C)=O>[ClH:28].[F:1][C:2]1[CH:7]=[CH:6][C:5]([CH2:8][CH2:9][N:10]2[CH2:15][CH2:14][N:13]([C:16]([C:18]3[CH:19]=[CH:20][CH:21]=[C:22]4[C:27]=3[N:26]=[CH:25][CH:24]=[CH:23]4)=[O:17])[CH2:12][CH2:11]2)=[CH:4][CH:3]=1 |f:3.4|. The reactants are FC1=CC=C(C=C1)CCN1CCN(CC1)C(=O)C=1C=CC=C2C=CC=NC12 ({4-[2-(4-fluorophenyl)ethyl]-piperazin-1-yl}quinolin-8-ylmethanone), Cl (hydrochloric acid). The product is Cl.FC1=CC=C(C=C1)CCN1CCN(CC1)C(=O)C=1C=CC=C2C=CC=NC12 ({4-[2-(4-fluorophenyl)ethyl]piperazin-1-yl}quinolin-8-ylmethanone, hydrochloride). Run in CC(=O)C (acetone). Starting materials: S(=O)(Cl)Cl (Thionyl chloride), FC(C1=CC=C(C=C1)CO)(F)F (4-(trifluoromethyl)benzenemethanol). Product: ClCC1=CC=C(C=C1)C(F)(F)F (1-(Chloromethyl)-4-(trifluoromethyl)benzene). Reaction SMILES: S(Cl)([Cl:3])=O.[F:5][C:6]([F:16])([F:15])[C:7]1[CH:12]=[CH:11][C:10]([CH2:13]O)=[CH:9][CH:8]=1>>[Cl:3][CH2:13][C:10]1[CH:11]=[CH:12][C:7]([C:6]([F:16])([F:15])[F:5])=[CH:8][CH:9]=1. Reported procedure: Thionyl chloride (15.0 g) was added to 4-(trifluoromethyl)benzenemethanol (15.0 g) over 30 min. The mixture was heated at reflux for 2 hr and then evaporated. The residue was distilled to afford the product as a colourless liquid b.p. 88°-92°/14 mm (11.0 g). The reactants are CCCc1nc(CC)n(-c2ccc(OC3CCCCC3O)cc2)c(=O)c1Cc1ccc(-c2ccccc2-c2noc(=O)[nH]2)cc1, CCOC(C)=O, ClCCl, [Na+], [Na+], O, O=S([O-])([O-])=S. Product: CCCc1nc(CC)n(-c2ccc(OC3CCCCC3=O)cc2)c(=O)c1Cc1ccc(-c2ccccc2-c2noc(=O)[nH]2)cc1. Reaction SMILES: [CH2:1]([CH3:2])[c:3]1[n:4][c:5]([CH2:43][CH2:44][CH3:45])[c:6]([CH2:24][c:25]2[cH:26][cH:27][c:28](-[c:31]3[c:32](-[c:37]4[n:38][o:39][c:40](=[O:42])[nH:41]4)[cH:33][cH:34][cH:35][cH:36]3)[cH:29][cH:30]2)[c:7](=[O:23])[n:8]1-[c:9]1[cH:10][cH:11][c:12]([O:15][CH:16]2[CH:17]([OH:22])[CH2:18][CH2:19][CH2:20][CH2:21]2)[cH:13][cH:14]1.[CH3:46][CH2:47][O:48][C:49](=[O:50])[CH3:51].[Cl:60][CH2:61][Cl:62].[Na+:58].[Na+:59].[OH2:52].[S:53]([O-:54])([O-:55])(=[O:56])=[S:57]>>[CH2:1]([CH3:2])[c:3]1[n:4][c:5]([CH2:43][CH2:44][CH3:45])[c:6]([CH2:24][c:25]2[cH:26][cH:27][c:28](-[c:31]3[c:32](-[c:37]4[n:38][o:39][c:40](=[O:42])[nH:41]4)[cH:33][cH:34][cH:35][cH:36]3)[cH:29][cH:30]2)[c:7](=[O:23])[n:8]1-[c:9]1[cH:10][cH:11][c:12]([O:15][CH:16]2[C:17](=[O:22])[CH2:18][CH2:19][CH2:20][CH2:21]2)[cH:13][cH:14]1.